From a dataset of the Open Reaction Database (ORD), a public repository of structured organic reaction records. describe an organic reaction: reactants, conditions, products, and yield The product is NC(=O)C1CCc2[nH]c3ccc(F)cc3c2C1. Reactants: CC(=O)OC(C)C, O=C(Cl)C(=O)Cl, O=C(O)C1CCc2[nH]c3ccc(F)cc3c2C1, [NH4+], CN(C)C=O, [OH-], O. RXN SMILES: [C:1]([O:2][CH:3]([CH3:4])[CH3:5])(=[O:6])[CH3:7].[Cl:27][C:28]([C:29]([Cl:30])=[O:31])=[O:32].[F:8][c:9]1[cH:10][c:11]2[c:12]3[c:17]([nH:18][c:19]2[cH:20][cH:21]1)[CH2:16][CH2:15][CH:14]([C:22](=[O:23])[OH:24])[CH2:13]3.[NH4+:25].[O:34]=[CH:35][N:36]([CH3:37])[CH3:38].[OH-:26].[OH2:33]>>[F:8][c:9]1[cH:10][c:11]2[c:12]3[c:17]([nH:18][c:19]2[cH:20][cH:21]1)[CH2:16][CH2:15][CH:14]([C:22](=[O:24])[NH2:25])[CH2:13]3.